describe an organic reaction: reactants, conditions, products, and yield From a dataset of the Open Reaction Database (ORD), a public repository of structured organic reaction records. Reactants: FC1=CC=C(C(=O)C2=CC3=C(NC(=N3)NC(OC)=O)C=C2)C=C1 (Methyl [5-(4-fluorobenzoyl)-1H-benzimidazol-2-yl]carbamate), [NH4+].[OH-] (NH4OH), Cl.O(C)N (methoxylamine hydrochloride), CO (methanol). Run in O (H2O). Run at time 10 minute. Yields the product FC1=CC=C(C=C1)C(C1=CC2=C(NC(=N2)NC(OC)=O)C=C1)=NOC (Methyl [5-[(4-Fluorophenyl) (Methoxyimino)Methyl]-1H-Benzimidazol-2-yl]Carbamate). Reaction SMILES: [F:1][C:2]1[CH:23]=[CH:22][C:5]([C:6]([C:8]2[CH:21]=[CH:20][C:11]3[NH:12][C:13]([NH:15][C:16](=[O:19])[O:17][CH3:18])=[N:14][C:10]=3[CH:9]=2)=O)=[CH:4][CH:3]=1.Cl.[O:25]([NH2:27])[CH3:26].CO.[NH4+].[OH-]>O>[F:1][C:2]1[CH:23]=[CH:22][C:5]([C:6](=[N:27][O:25][CH3:26])[C:8]2[CH:21]=[CH:20][C:11]3[NH:12][C:13]([NH:15][C:16](=[O:19])[O:17][CH3:18])=[N:14][C:10]=3[CH:9]=2)=[CH:4][CH:3]=1 |f:1.2,4.5|. Procedure details: Methyl [5-(4-fluorobenzoyl)-1H-benzimidazol-2-yl]carbamate (Janssen Pharmaceutica, U.S. Pat. No. 3,657,267, Apr. 18, 1972) (31.61 g, 0.11 mole) and methoxylamine hydrochloride (0.35 mole) were added to abs. methanol. After heating under reflux for 48 hrs a clear solution was obtained. After 72 hrs this mixture was filtered hot through Celite then allowed to cool to room temperature. Removal of solvent under reduced pressure gave a solid residue. This material was suspended in H2O and adjusted to... Starting materials: CC(C)=CCCC(C)=CC=O, CC(C)=CCCC(C)=CC=O. The product is CC(C)=CCCC(C)CC=O. As a reaction SMILES: [CH3:12][C:13](=[CH:14][CH2:15][CH2:16][C:17](=[CH:18][CH:19]=[O:20])[CH3:21])[CH3:22].[CH3:1][C:2]([CH3:3])=[CH:4][CH2:5][CH2:6][C:7]([CH3:8])=[CH:9][CH:10]=[O:11]>>[CH3:1][C:2]([CH3:3])=[CH:4][CH2:5][CH2:6][CH:7]([CH3:8])[CH2:9][CH:10]=[O:11]. Reported procedure: This compound was made in three steps following the procedure described above, starting with 6-hydrazino-1-isobutyl-3-methylpyrimidine-2,4(1H,3H)-dione, and condensing first 5-chloro-1H-indole-3-carbaldehyde, followed by 4-acetyl-1-methyl-1H-pyrrole-2-carbaldehyde. To the isolated 3-(4-acetyl-1-methyl-1H-pyrrol-2-yl)-2-[(5-chloro-1H-indol-3-yl)methyl]-7-isobutyl-5-methyl-2H-pyrazolo[3,4-d]pyrimidine-4,6(5H,7H)-dione in anhydrous THF was added benzyltrimethylammonium dichloroiodate and heated at ... Starting materials: C(C)(=O)C=1C=C(N(C1)C)C=1N(N=C2N(C(N(C(C21)=O)C)=O)CC(C)C)CC2=CNC1=CC=C(C=C21)Cl (3-(4-acetyl-1-methyl-1H-pyrrol-2-yl)-2-[(5-chloro-1H-indol-3-yl)methyl]-7-isobutyl-5-methyl-2H-pyrazolo[3,4-d]pyrimidine-4,6(5H,7H)-dione), I(=O)(=O)Cl.I(=O)(=O)Cl.C(C1=CC=CC=C1)[N+](C)(C)C (benzyltrimethylammonium dichloroiodate), N(N)C1=CC(N(C(N1CC(C)C)=O)C)=O (6-hydrazino-1-isobutyl-3-methylpyrimidine-2,4(1H,3H)-dione), ClC=1C=C2C(=CNC2=CC1)C=O (5-chloro-1H-indole-3-carbaldehyde), C(C)(=O)C=1C=C(N(C1)C)C=O (4-acetyl-1-methyl-1H-pyrrole-2-carbaldehyde), chloromethyl, CNC (dimethylamine). Solvent: C1CCOC1 (THF), CN(C=O)C (N,N-dimethylformamide). Reaction conditions: temperature 65 celsius. Product: ClC=1C=C2C(=CNC2=CC1)CN1N=C2N(C(N(C(C2=C1C=1N(C=C(C1)C(CN(C)C)=O)C)=O)C)=O)CC(C)C (2-[(5-chloro-1H-indol-3-yl)methyl]-3-{4[(dimethylamino)acetyl]-1-methyl-1H-pyrrol-2-yl}-7-isobutyl-5-methyl-2H-pyrazolo[3,4-d]pyrimidine-4,6(5H,7H)-dione). RXN SMILES: [NH:1]([C:3]1[N:8]([CH2:9][CH:10]([CH3:12])[CH3:11])[C:7](=[O:13])[N:6]([CH3:14])[C:5](=[O:15])[CH:4]=1)[NH2:2].[Cl:16][C:17]1[CH:18]=[C:19]2[C:23](=[CH:24][CH:25]=1)[NH:22][CH:21]=[C:20]2[CH:26]=O.[C:28]([C:31]1[CH:32]=[C:33]([CH:37]=O)[N:34]([CH3:36])[CH:35]=1)(=[O:30])[CH3:29].C(C1C=[C:44](C2N(CC3C4C(=CC=C(Cl)C=4)NC=3)N=C3C=2C(=O)N(C)C(=O)N3CC(C)C)[N:45](C)[CH:46]=1)(=O)C.I(Cl)(=O)=O.I(Cl)(=O)=O.C([N+](C)(C)C)C1C=CC=CC=1.CNC>C1COCC1.CN(C)C=O>[Cl:16][C:17]1[CH:18]=[C:19]2[C:23](=[CH:24][CH:25]=1)[NH:22][CH:21]=[C:20]2[CH2:26][N:2]1[C:37]([C:33]2[N:34]([CH3:36])[CH:35]=[C:31]([C:28](=[O:30])[CH2:29][N:45]([CH3:46])[CH3:44])[CH:32]=2)=[C:4]2[C:3]([N:8]([CH2:9][CH:10]([CH3:11])[CH3:12])[C:7](=[O:13])[N:6]([CH3:14])[C:5]2=[O:15])=[N:1]1 |f:4.5.6|. Reactants: CCOCC, O=[N+]([O-])c1ccc(N=C=S)cc1, CC(C)(O)c1ccc(NN)nc1. The product is CC(C)(O)c1ccc(NNC(=S)Nc2ccc([N+](=O)[O-])cc2)nc1. As a reaction SMILES: [CH3:25][CH2:26][O:27][CH2:28][CH3:29].[N:13](=[C:14]=[S:15])[c:16]1[cH:17][cH:18][c:19]([N+:22](=[O:23])[O-:24])[cH:20][cH:21]1.[NH:1]([NH2:2])[c:3]1[cH:4][cH:5][c:6]([C:9]([CH3:10])([CH3:11])[OH:12])[cH:7][n:8]1>>[NH:1]([NH:2][C:14]([NH:13][c:16]1[cH:17][cH:18][c:19]([N+:22](=[O:23])[O-:24])[cH:20][cH:21]1)=[S:15])[c:3]1[cH:4][cH:5][c:6]([C:9]([CH3:10])([CH3:11])[OH:12])[cH:7][n:8]1. The product is COc1ccc2c(c1)C(=O)OC2=O. As a reaction SMILES: [CH2:19]1[N:20]2[CH2:21][CH2:22][N:23]([CH2:24][CH2:25]2)[CH2:26]1.[CH3:1][O:2][c:3]1[cH:4][c:5]([C:12](=[O:13])[OH:14])[c:6]([C:7](=[O:8])[OH:9])[cH:10][cH:11]1.[Cl:27][CH2:28][Cl:29].[S:15]([Cl:16])([Cl:17])=[O:18]>>[CH3:1][O:2][c:3]1[cH:4][c:5]2[c:6]([cH:10][cH:11]1)[C:7](=[O:9])[O:14][C:12]2=[O:13]. The reactants are C1CN2CCN1CC2, COc1ccc(C(=O)O)c(C(=O)O)c1, ClCCl, O=S(Cl)Cl. Starting materials: [Cl-].C(C)(C)(C)OC(=O)NC1C[N+](CCC1)(CCCC1=CC=C(C=C1)OCC(=O)OC)CCCC1=CC=C(C=C1)OCC(=O)OC (3-tert-Butoxycarbonylamino-1,1-bis-[3-(4-methoxycarbonylmethoxy-phenyl)-propyl]-piperidinium chloride), [OH-].[Na+] (sodium hydroxide). Run in CO (methanol). Run at time 8 hour. Yields the product [Cl-].C(C)(C)(C)OC(=O)N[C@@H]1C[N+](CCC1)(CCCC1=CC=C(C=C1)OCC(=O)O)CCCC1=CC=C(C=C1)OCC(=O)O ((S)-3-tert-Butoxycarbonylamino-1,1-bis-[3-(4-carboxymethoxy-phenyl)-propyl]-piperidinium chloride). Reaction SMILES: [Cl-:1].[C:2]([O:6][C:7]([NH:9][CH:10]1[CH2:15][CH2:14][CH2:13][N+:12]([CH2:31][CH2:32][CH2:33][C:34]2[CH:39]=[CH:38][C:37]([O:40][CH2:41][C:42]([O:44]C)=[O:43])=[CH:36][CH:35]=2)([CH2:16][CH2:17][CH2:18][C:19]2[CH:24]=[CH:23][C:22]([O:25][CH2:26][C:27]([O:29]C)=[O:28])=[CH:21][CH:20]=2)[CH2:11]1)=[O:8])([CH3:5])([CH3:4])[CH3:3].[OH-].[Na+]>CO>[Cl-:1].[C:2]([O:6][C:7]([NH:9][C@H:10]1[CH2:15][CH2:14][CH2:13][N+:12]([CH2:16][CH2:17][CH2:18][C:19]2[CH:20]=[CH:21][C:22]([O:25][CH2:26][C:27]([OH:29])=[O:28])=[CH:23][CH:24]=2)([CH2:31][CH2:32][CH2:33][C:34]2[CH:39]=[CH:38][C:37]([O:40][CH2:41][C:42]([OH:44])=[O:43])=[CH:36][CH:35]=2)[CH2:11]1)=[O:8])([CH3:5])([CH3:3])[CH3:4] |f:0.1,2.3,5.6|. Procedure details: 3-tert-Butoxycarbonylamino-1,1-bis-[3-(4-methoxycarbonylmethoxy-phenyl)-propyl]-piperidinium chloride (450 mg, 0.69 mmol) is dissolved in methanol (8 ml), 1 M sodium hydroxide solution (6 ml, 6 mmol) are added and stirred at room temperature overnight. The methanol is evaporated and the aqueous solution is acidified with 1 M HCl. The water phase is decanted from the oily product which is washed again with a small amount of water. The compound is dissolved in methanol and concentrated in vacuo. L...